This data is from the Open Reaction Database (ORD), a public repository of structured organic reaction records. The task is: describe an organic reaction: reactants, conditions, products, and yield The reactants are C(C(=C)C)(=O)OCCO (2-hydroxyethyl methacrylate), N1=CC=CC=C1 (pyridine), C[Si](Cl)(C)C (trimethylchlorosilane). Solvent: C(Cl)(Cl)(Cl)Cl (carbon tetrachloride). Yields the product C(C(=C)C)(=O)OCCO[Si](C)(C)C (2-trimethylsiloxyethyl methacrylate). Yield: 91.4%. Reaction SMILES: [C:1]([O:6][CH2:7][CH2:8][OH:9])(=[O:5])[C:2]([CH3:4])=[CH2:3].N1C=CC=CC=1.[CH3:16][Si:17]([CH3:20])([CH3:19])Cl>C(Cl)(Cl)(Cl)Cl>[C:1]([O:6][CH2:7][CH2:8][O:9][Si:17]([CH3:20])([CH3:19])[CH3:16])(=[O:5])[C:2]([CH3:4])=[CH2:3]. Procedure details: In a three-neck flask having a capacity of 500 ml, 26 g (0.2 moles) of 2-hydroxyethyl methacrylate (abbreviated to HEMA) and 16 g of pyridine were dissolved in 200 ml of carbon tetrachloride. At room temperature, 107.5 g (0.2 moles) of trimethylchlorosilane was slowly dropped into the solution in the flask to complete the addition of the entire amount in 30 min. During this process precipitation of hydrochloric acid salt of pyridine took place. After filtration, carbon tetrachloride in the react... Starting materials: COC(=O)C(C)(C)Br, O=Cc1cc(Cl)c(F)cc1O, [K+], [K+], O=C([O-])[O-], CN(C)C=O. Product: COC(=O)C(C)(C)Oc1cc(F)c(Cl)cc1C=O. As a reaction SMILES: [CH3:12][O:13][C:14]([C:15]([CH3:16])([CH3:17])[Br:18])=[O:19].[Cl:1][c:2]1[c:3]([F:11])[cH:4][c:5]([OH:10])[c:6]([CH:7]=[O:8])[cH:9]1.[K+:20].[K+:21].[O-:22][C:23]([O-:24])=[O:25].[O:26]=[CH:27][N:28]([CH3:29])[CH3:30]>>[Cl:1][c:2]1[c:3]([F:11])[cH:4][c:5]([O:10][C:15]([C:14]([O:13][CH3:12])=[O:19])([CH3:16])[CH3:17])[c:6]([CH:7]=[O:8])[cH:9]1. The reactants are C1CCC2=CC(=CC=C12)O (5-Indanol), [OH-].[Na+] (NaOH), BrC(C(C)Br)C (dibromobutane), S(=O)(=O)(O)[O-].C(C)(C)(C)[NH3+] (t-butylammoniumhydrogensulfate), [OH-].[Na+] (NaOH). The solvent is C(Cl)Cl (CH2Cl2). Reaction conditions: time 14 hour. Yields the product BrCCCCOC=1C=C2CCCC2=CC1 (4-bromo-1-indan-5-yloxybutane). As a reaction SMILES: [CH2:1]1[C:9]2[C:4](=[CH:5][C:6]([OH:10])=[CH:7][CH:8]=2)[CH2:3][CH2:2]1.[OH-].[Na+].[Br:13][CH:14](C)C(Br)C.S([O-])(O)(=O)=O.[C:24]([NH3+])([CH3:27])([CH3:26])C>C(Cl)Cl>[Br:13][CH2:14][CH2:26][CH2:24][CH2:27][O:10][C:6]1[CH:5]=[C:4]2[C:9](=[CH:8][CH:7]=1)[CH2:1][CH2:2][CH2:3]2 |f:1.2,4.5|. Reported procedure: 5-Indanol (1 g, 7.45 mmol) in NaOH(aq) (5.22 mL, 20.88 mmol, 4 M soln.) was treated with dibromobutane (3.38 mL, 28.3 mmol) and t-butylammoniumhydrogensulfate (catalytic). The solution was placed in a Robbins™ oven for 14 hours at 99° C. Upon cooling, the pH was adjusted to ˜8 with 4 N NaOH. CH2Cl2 was then added and the solution washed with H2O (×2) and brine. The organic layer was dried over MgSO4 and concentrated to an oil. The oil was then dissolved in 4:1 hexane/EtOAc and passed through a p...